The task is: describe an organic reaction: reactants, conditions, products, and yield. This data is from the Open Reaction Database (ORD), a public repository of structured organic reaction records. Reactants: ClC1=C(C=C(C=N1)S(=O)(=O)N1CC(N(CC1)C1=CC=C(C=C1)C(C(F)(F)F)(C(F)(F)F)O)C#CC)F (2-(4-(4-((6-chloro-5-fluoro-3-pyridinyl)sulfonyl)-2-(1-propyn-1-yl)-1-piperazinyl)phenyl)-1,1,1,3,3,3-hexafluoro-2-propanol), [OH-].[NH4+] (ammonium hydroxide), CCO (EtOH). The solvent is O (water). Run at temperature 150 celsius. Product: NC1=C(C=C(C=N1)S(=O)(=O)N1CC(N(CC1)C1=CC=C(C=C1)C(C(F)(F)F)(C(F)(F)F)O)C#CC)F (2-(4-(4-((6-amino-5-fluoro-3-pyridinyl)sulfonyl)-2-(1-propyn-1-yl)-1-piperazinyl)phenyl)-1,1,1,3,3,3-hexafluoro-2-propanol). Isolated yield 37.0%. Reaction SMILES: Cl[C:2]1[N:7]=[CH:6][C:5]([S:8]([N:11]2[CH2:16][CH2:15][N:14]([C:17]3[CH:22]=[CH:21][C:20]([C:23]([OH:32])([C:28]([F:31])([F:30])[F:29])[C:24]([F:27])([F:26])[F:25])=[CH:19][CH:18]=3)[CH:13]([C:33]#[C:34][CH3:35])[CH2:12]2)(=[O:10])=[O:9])=[CH:4][C:3]=1[F:36].[OH-].[NH4+:38].CCO>O>[NH2:38][C:2]1[N:7]=[CH:6][C:5]([S:8]([N:11]2[CH2:16][CH2:15][N:14]([C:17]3[CH:22]=[CH:21][C:20]([C:23]([OH:32])([C:28]([F:31])([F:30])[F:29])[C:24]([F:27])([F:26])[F:25])=[CH:19][CH:18]=3)[CH:13]([C:33]#[C:34][CH3:35])[CH2:12]2)(=[O:10])=[O:9])=[CH:4][C:3]=1[F:36] |f:1.2|. Procedure details: A 20-mL microwave vial was charged with 2-(4-(4-((6-chloro-5-fluoro-3-pyridinyl)sulfonyl)-2-(1-propyn-1-yl)-1-piperazinyl)phenyl)-1,1,1,3,3,3-hexafluoro-2-propanol (165 mg, 0.30 mmol), aq. ammonium hydroxide (3 mL, 30% solution, 15.4 mmol, J. T. Baker, Phillipsburg, N.J.) and EtOH (3 mL). The is reaction vessel was sealed and the mixture heated to 150° C. overnight. The reaction was diluted with water (50 mL) and extracted with EtOAc (3×100 mL). The combined organics were dried (Na2SO4), filtere...